The task is: describe an organic reaction: reactants, conditions, products, and yield. This data is from the Open Reaction Database (ORD), a public repository of structured organic reaction records. Yields the product CC1=NN2C(N=C(C3=C2N=CC(=C3N3CCN(CC3)C)C(=O)OCC)C)=C1 (2,5-dimethyl-6-(4-methyl-1-piperazinyl)pyrazolo[1,5-a]-pyrido[3,2-e]pyrimidine-7-carboxylic acid, ethyl ester). Starting materials: ClC1=C(C=NC2=C1C(=NC=1N2N=C(C1)C)C)C(=O)OCC (6-chloro-2,5-dimethylpyrazolo[1,5-a]-pyrido[3,2-e]pyrimidine-7-carboxylic acid, ethyl ester), CN1CCNCC1 (N-methylpiperazine). Reported procedure: 3.04 g. of 6-chloro-2,5-dimethylpyrazolo[1,5-a]-pyrido[3,2-e]pyrimidine-7-carboxylic acid, ethyl ester (0.01 mol.) and 10 ml. of N-methylpiperazine are heated at reflux temperature for 5 minutes. The excess N-methyl piperazine is removed in vacuo and the residue is treated with water. The product, 2,5-dimethyl-6-(4-methyl-1-piperazinyl)pyrazolo[1,5-a]pyrido[3,2-e]pyrimidine-7-carboxylic acid, ethyl ester, crystallizes and is filtered off, yield 3.1 g. (85%), m.p. 158°-159°. RXN SMILES: Cl[C:2]1[C:7]2[C:8]([CH3:16])=[N:9][C:10]3[N:11]([N:12]=[C:13]([CH3:15])[CH:14]=3)[C:6]=2[N:5]=[CH:4][C:3]=1[C:17]([O:19][CH2:20][CH3:21])=[O:18].[CH3:22][N:23]1[CH2:28][CH2:27][NH:26][CH2:25][CH2:24]1>>[CH3:15][C:13]1[CH:14]=[C:10]2[N:9]=[C:8]([CH3:16])[C:7]3[C:2]([N:26]4[CH2:27][CH2:28][N:23]([CH3:22])[CH2:24][CH2:25]4)=[C:3]([C:17]([O:19][CH2:20][CH3:21])=[O:18])[CH:4]=[N:5][C:6]=3[N:11]2[N:12]=1.